Dataset: the Open Reaction Database (ORD), a public repository of structured organic reaction records. Task: describe an organic reaction: reactants, conditions, products, and yield Starting materials: O=C(N1CCOCC1)N1CCN(c2ccnc3ccc(-c4cn(C(c5ccccc5)(c5ccccc5)c5ccccc5)nc4C(F)(F)F)cc23)CC1, O=C(O)C(F)(F)F. The product is O=C(N1CCOCC1)N1CCN(c2ccnc3ccc(-c4c[nH]nc4C(F)(F)F)cc23)CC1. RXN SMILES: [O:1]1[CH2:2][CH2:3][N:4]([C:7](=[O:8])[N:9]2[CH2:10][CH2:11][N:12]([c:15]3[cH:16][cH:17][n:18][c:19]4[cH:20][cH:21][c:22](-[c:25]5[c:26]([C:49]([F:50])([F:51])[F:52])[n:27][n:28]([C:30]([c:31]6[cH:32][cH:33][cH:34][cH:35][cH:36]6)([c:37]6[cH:38][cH:39][cH:40][cH:41][cH:42]6)[c:43]6[cH:44][cH:45][cH:46][cH:47][cH:48]6)[cH:29]5)[cH:23][c:24]34)[CH2:13][CH2:14]2)[CH2:5][CH2:6]1.[OH:53][C:54]([C:55]([F:56])([F:57])[F:58])=[O:59]>>[O:1]1[CH2:2][CH2:3][N:4]([C:7](=[O:8])[N:9]2[CH2:10][CH2:11][N:12]([c:15]3[cH:16][cH:17][n:18][c:19]4[cH:20][cH:21][c:22](-[c:25]5[c:26]([C:49]([F:50])([F:51])[F:52])[n:27][nH:28][cH:29]5)[cH:23][c:24]34)[CH2:13][CH2:14]2)[CH2:5][CH2:6]1.